From a dataset of the Open Reaction Database (ORD), a public repository of structured organic reaction records. describe an organic reaction: reactants, conditions, products, and yield Reactants: FC1=CC2=C(NC(CO2)=O)C=C1N1C(C=2CCCCC2C1=O)=O (2-[7-fluoro-2H-1,4-benzoxazin-3(4H)-on-6-yl]-4,5,6,7-tetrahydro-2H-isoindole-1,3-dione), C([O-])([O-])=O.[K+].[K+] (potassium carbonate), ClCC#N (chloroacetonitrile). Solvent: C(C)#N (acetonitrile). Conditions: temperature 5 celsius. The product is FC1=CC2=C(N(C(CO2)=O)CC#N)C=C1N1C(C=2CCCCC2C1=O)=O (2-[7-fluoro-4-cyanomethyl-2H-1,4-benzoxazin-3(4H)-on-6-yl]-4,5,6,7-tetrahydro-2H-isoindole-1,3-dione). The yield is 37.4%. Reaction SMILES: [F:1][C:2]1[C:12]([N:13]2[C:21](=[O:22])[C:20]3[CH2:19][CH2:18][CH2:17][CH2:16][C:15]=3[C:14]2=[O:23])=[CH:11][C:5]2[NH:6][C:7](=[O:10])[CH2:8][O:9][C:4]=2[CH:3]=1.C(=O)([O-])[O-].[K+].[K+].Cl[CH2:31][C:32]#[N:33]>C(#N)C>[F:1][C:2]1[C:12]([N:13]2[C:21](=[O:22])[C:20]3[CH2:19][CH2:18][CH2:17][CH2:16][C:15]=3[C:14]2=[O:23])=[CH:11][C:5]2[N:6]([CH2:31][C:32]#[N:33])[C:7](=[O:10])[CH2:8][O:9][C:4]=2[CH:3]=1 |f:1.2.3|. Procedure: A suspension of 2-[7-fluoro-2H-1,4-benzoxazin-3(4H)-on-6-yl]-4,5,6,7-tetrahydro-2H-isoindole-1,3-dione (2 g) and potassium carbonate (1.05 g) in acetonitrile (30 ml) is refluxed for 30 minutes. The resulting solution is cooled to a temperature of 5° C. To the solution is added dropwise chloroacetonitrile (0.72 g), and thereafter the solution is refluxed for 3 hours. The solvent is distilled off, and the residue is admixed with water and subjected to an extraction operation with the aid of dichlo... Reactants: O=C(n1ccnc1)n1ccnc1, [Cl-], O=C(O)Cc1cc(OCc2ccc(F)cc2)cc(OCc2ccc(F)cc2)c1, [H-], Nc1nc(=S)ss1, [NH4+], [Na+], C1CCOC1, O, c1c[nH]cn1. Yields the product O=C(Cc1cc(OCc2ccc(F)cc2)cc(OCc2ccc(F)cc2)c1)Nc1nc(=S)ss1. Reaction SMILES: [C:29]([n:30]1[cH:31][cH:32][n:33][cH:34]1)([n:35]1[cH:36][cH:37][n:38][cH:39]1)=[O:40].[Cl-:56].[F:1][c:2]1[cH:3][cH:4][c:5]([CH2:6][O:7][c:8]2[cH:9][c:10]([CH2:23][C:24](=[O:25])[OH:26])[cH:11][c:12]([O:14][CH2:15][c:16]3[cH:17][cH:18][c:19]([F:22])[cH:20][cH:21]3)[cH:13]2)[cH:27][cH:28]1.[H-:46].[NH2:48][c:49]1[s:50][s:51][c:52](=[S:54])[n:53]1.[NH4+:57].[Na+:47].[O:58]1[CH2:59][CH2:60][CH2:61][CH2:62]1.[OH2:55].[nH:41]1[cH:42][cH:43][n:44][cH:45]1>>[F:1][c:2]1[cH:3][cH:4][c:5]([CH2:6][O:7][c:8]2[cH:9][c:10]([CH2:23][C:24](=[O:25])[NH:48][c:49]3[s:50][s:51][c:52](=[S:54])[n:53]3)[cH:11][c:12]([O:14][CH2:15][c:16]3[cH:17][cH:18][c:19]([F:22])[cH:20][cH:21]3)[cH:13]2)[cH:27][cH:28]1. Reactants: O (water), C/C(=C\C#N)/N (3-aminocrotonitrile), Cl (hydrochloric acid), C(CC)(=O)NN (propionylhydrazine). Solvent: C(=O)N (formamide). Conditions: temperature 100 celsius, time 6 hour. The product is C(#N)C=1C(=CC=2N(C1C)N=C(N2)CC)O (6-Cyano-2-ethyl-7-hydroxy-5-methyl[1,2,4]triazolo[2,3-a]pyridine). Reaction SMILES: [CH3:1]/[C:2](/[NH2:6])=[CH:3]\[C:4]#[N:5].[C:7]([NH:11]N)(=O)[CH2:8][CH3:9].Cl.[OH2:14]>C(N)=O>[C:4]([C:3]1[C:9]([OH:14])=[CH:8][C:7]2[N:6]([N:5]=[C:4]([CH2:3][CH3:2])[N:11]=2)[C:2]=1[CH3:1])#[N:5]. Reported procedure: 125 g of 3-aminocrotonitrile were dissolved in 500 ml of formamide and heated to 100° C. To this were added 155 g of N-cyanoacetyl-N,-propionylhydrazine in such a way that the exothermic reaction had subsided before the next addition. The mixture was then stirred at 120° to 125° C. for 6 hours and allowed to cool. It was then diluted with 1000 ml of water and acidified with concentrated hydrochloric acid. Filtration with suction, washing with water and drying at 100° C. resulted in 141 g of 6-cy...